Dataset: the Open Reaction Database (ORD), a public repository of structured organic reaction records. Task: describe an organic reaction: reactants, conditions, products, and yield Starting materials: Cl, Cl, Cl, NC1CCC(CCN2CCN(c3nccc4c3CCO4)CC2)CC1, O=C(O)c1ccc(-c2cccnc2)cc1. Product: O=C(NC1CCC(CCN2CCN(c3nccc4c3CCO4)CC2)CC1)c1ccc(-c2cccnc2)cc1. Reaction SMILES: [ClH:1].[ClH:2].[ClH:3].[O:4]1[CH2:5][CH2:6][c:7]2[c:8]([N:13]3[CH2:14][CH2:15][N:16]([CH2:19][CH2:20][CH:21]4[CH2:22][CH2:23][CH:24]([NH2:27])[CH2:25][CH2:26]4)[CH2:17][CH2:18]3)[n:9][cH:10][cH:11][c:12]21.[n:28]1[cH:29][c:30](-[c:34]2[cH:35][cH:36][c:37]([C:38](=[O:39])[OH:40])[cH:41][cH:42]2)[cH:31][cH:32][cH:33]1>>[O:4]1[CH2:5][CH2:6][c:7]2[c:8]([N:13]3[CH2:14][CH2:15][N:16]([CH2:19][CH2:20][CH:21]4[CH2:22][CH2:23][CH:24]([NH:27][C:38]([c:37]5[cH:36][cH:35][c:34](-[c:30]6[cH:29][n:28][cH:33][cH:32][cH:31]6)[cH:42][cH:41]5)=[O:39])[CH2:25][CH2:26]4)[CH2:17][CH2:18]3)[n:9][cH:10][cH:11][c:12]21. Starting materials: CCO, COC(=O)CCc1ccc(OCc2ccc(CN(CCc3ccccc3)c3nc(C(C)C)cs3)cc2)cc1, Cl, [Na+], [OH-], O. The product is CC(C)c1csc(N(CCc2ccccc2)Cc2ccc(COc3ccc(CCC(=O)O)cc3)cc2)n1. RXN SMILES: [CH3:41][CH2:42][OH:43].[CH:1]([CH3:2])([CH3:3])[c:4]1[n:5][c:6]([N:9]([CH2:10][CH2:11][c:12]2[cH:13][cH:14][cH:15][cH:16][cH:17]2)[CH2:18][c:19]2[cH:20][cH:21][c:22]([CH2:23][O:24][c:25]3[cH:26][cH:27][c:28]([CH2:31][CH2:32][C:33](=[O:34])[O:35][CH3:36])[cH:29][cH:30]3)[cH:37][cH:38]2)[s:7][cH:8]1.[ClH:44].[Na+:40].[OH-:39].[OH2:45]>>[CH:1]([CH3:2])([CH3:3])[c:4]1[n:5][c:6]([N:9]([CH2:10][CH2:11][c:12]2[cH:13][cH:14][cH:15][cH:16][cH:17]2)[CH2:18][c:19]2[cH:20][cH:21][c:22]([CH2:23][O:24][c:25]3[cH:26][cH:27][c:28]([CH2:31][CH2:32][C:33](=[O:34])[OH:35])[cH:29][cH:30]3)[cH:37][cH:38]2)[s:7][cH:8]1. Reactants: NC1=CC=C2C(=N1)C(=CN2)C2CCN(CC2)C(=O)OC(C)(C)C (5-amino-3-(1-tert-butoxycarbonylpiperidin-4-yl)pyrrolo[3,2-b]pyridine), N1=CC=C(C=C1)C(=O)Cl (4-pyridinecarbonyl chloride). The product is N1=CC=C(C=C1)C(=O)NC1=CC=C2C(=N1)C(=CN2)C2CCNCC2 (5-(N-[4-pyridinecarbonyl]amino)-3-(piperidin-4-yl)pyrrolo[3,2-b]pyridine). RXN SMILES: [NH2:1][C:2]1[N:7]=[C:6]2[C:8]([CH:11]3[CH2:16][CH2:15][N:14](C(OC(C)(C)C)=O)[CH2:13][CH2:12]3)=[CH:9][NH:10][C:5]2=[CH:4][CH:3]=1.[N:24]1[CH:29]=[CH:28][C:27]([C:30](Cl)=[O:31])=[CH:26][CH:25]=1>>[N:24]1[CH:29]=[CH:28][C:27]([C:30]([NH:1][C:2]2[N:7]=[C:6]3[C:8]([CH:11]4[CH2:12][CH2:13][NH:14][CH2:15][CH2:16]4)=[CH:9][NH:10][C:5]3=[CH:4][CH:3]=2)=[O:31])=[CH:26][CH:25]=1. Procedure details: Beginning with 0.015 gm (0.047 mMol) 5-amino-3-(1-tert-butoxycarbonylpiperidin-4-yl)pyrrolo[3,2-b]pyridine and 0.011 gm (0.062 mMol) 4-pyridinecarbonyl chloride, the title compound was prepared. Starting materials: Cl.ClC=1C=C(C=CC1)C1=NC(=CC2=CC(=C(C=C12)OC)OC)CO (1-(3-Chlorophenyl)-3-(hydroxymethyl)-6,7-dimethoxy-isoquinoline hydrochloride), Cl.ClC=1C=C(C=CC1)C1=NC(=CC2=CC(=C(C=C12)OC)OC)CO (1-(3-Chlorophenyl)-3-(hydroxymethyl)-6,7-dimethoxy-isoquinoline hydrochloride), C(Cl)(Cl)Cl (chloroform). The solvent is C(C)N(CC)CC (triethylamine). The product is ClC=1C=C(C=CC1)C1=NC(=CC2=CC(=C(C=C12)OC)OC)CO (1-(3-Chlorophenyl)-3-(hydroxymethyl)-6,7-dimethoxy-isoquinoline). Reaction SMILES: Cl.[Cl:2][C:3]1[CH:4]=[C:5]([C:9]2[C:18]3[C:13](=[CH:14][C:15]([O:21][CH3:22])=[C:16]([O:19][CH3:20])[CH:17]=3)[CH:12]=[C:11]([CH2:23][OH:24])[N:10]=2)[CH:6]=[CH:7][CH:8]=1.C(Cl)(Cl)Cl>C(N(CC)CC)C>[Cl:2][C:3]1[CH:4]=[C:5]([C:9]2[C:18]3[C:13](=[CH:14][C:15]([O:21][CH3:22])=[C:16]([O:19][CH3:20])[CH:17]=3)[CH:12]=[C:11]([CH2:23][OH:24])[N:10]=2)[CH:6]=[CH:7][CH:8]=1 |f:0.1|. Procedure details: A mixture of 24.77 g (0.0676 M) of 1-(3-chlorophenyl)-3-(hydroxymethyl)-6,7-dimethoxy-isoquinoline hydrochloride (compound of Example 1), 150 ml of chloroform and 10.1 g (13.9 ml, 0.1 M) of triethylamine is refluxed for 15 minutes. After cooling the solution is extracted with 3×50 ml of water, the chloroform layer is dried over anhydrous sodium sulfate, evaporated, giving the aimed product in crystalline, base form. This base is purified by dissolving in 25 ml of hot 99.5% ethanol. After cooling... The reactants are C(C)OC(CN1C2=CC=CC=C2OC=2C=CC=CC12)=O (ethyl-2-(10H-phenoxazin-10-yl)acetate), [H-].[Al+3].[Li+].[H-].[H-].[H-] (lithium aluminum hydride). Run in O1CCCC1 (tetrahydrofuran), O1CCCC1 (tetrahydrofurane). Run at time 1 hour. Yields the product C1=CC=CC=2OC3=CC=CC=C3N(C12)CCO (2-(10H-Phenoxazin-10-yl)-1-ethanol). Isolated yield 99.0%. As a reaction SMILES: C([O:3][C:4](=O)[CH2:5][N:6]1[C:19]2[CH:18]=[CH:17][CH:16]=[CH:15][C:14]=2[O:13][C:12]2[C:7]1=[CH:8][CH:9]=[CH:10][CH:11]=2)C.[H-].[Al+3].[Li+].[H-].[H-].[H-]>O1CCCC1>[CH:18]1[C:19]2[N:6]([CH2:5][CH2:4][OH:3])[C:7]3[C:12](=[CH:11][CH:10]=[CH:9][CH:8]=3)[O:13][C:14]=2[CH:15]=[CH:16][CH:17]=1 |f:1.2.3.4.5.6|. Procedure details: A solution of ethyl-2-(10H-phenoxazin-10-yl)acetate (5.5 g, 20.44 mmol) in dry tetrahydrofuran (20 ml) was added dropwise to a suspension of lithium aluminum hydride (1.16 g, 30.52 mmol) in dry tetrahydrofurane (20 ml) at 0° C. The reaction mixture was warmed to room temperature and stirred for additional 1 h. The excess lithium aluminum hydride was quenched with a solution of saturated sodium sulfate at 0° C. The reaction mixture was filtered and the residue was washed with hot ethyl acetate (2... The reactants are ClP(Cl)Cl, O=C(O)c1cccc([N+](=O)[O-])c1O, Nc1nnn[nH]1, c1ccccc1. Yields the product O=C(Nc1nnn[nH]1)c1cccc([N+](=O)[O-])c1O. Reaction SMILES: [Cl:7][P:8]([Cl:9])[Cl:10].[N+:11](=[O:12])([O-:13])[c:14]1[c:15]([OH:23])[c:16]([C:17](=[O:18])[OH:19])[cH:20][cH:21][cH:22]1.[NH2:1][c:2]1[n:3][n:4][n:5][nH:6]1.[cH:24]1[cH:25][cH:26][cH:27][cH:28][cH:29]1>>[NH:1]([c:2]1[n:3][n:4][n:5][nH:6]1)[C:17]([c:16]1[c:15]([OH:23])[c:14]([N+:11](=[O:12])[O-:13])[cH:22][cH:21][cH:20]1)=[O:18]. Isolated yield 83.0%. Procedure: A mixture of 1-(4-methylsulfonylphenyl)-1,4-pentanedione (Example 1, step 2) (300 mg, 1.18 mmol), aniline (0.12 ml, 1.3 mmol) and p-toluenesulfonic acid (25 mg) in toluene (50 ml) was heated to reflux for 20 hours. The reaction mixture was cooled, filtered and concentrated. The crude brownish solid (420 mg) was purified by chromatography (silica gel, hexane/ethyl acetate, 7/3) to give 2-methyl-5-[4-(methylsulfonyl)phenyl]-1-phenyl-1H-pyrrole (305 mg, 83%) as a white solid: mp (DSC) 148° C. Anal ... Run in C1(=CC=CC=C1)C (toluene). Yields the product CC=1N(C(=CC1)C1=CC=C(C=C1)S(=O)(=O)C)C1=CC=CC=C1 (2-methyl-5-[4-(methylsulfonyl)phenyl]-1-phenyl-1H-pyrrole). As a reaction SMILES: [CH3:1][S:2]([C:5]1[CH:10]=[CH:9][C:8]([C:11](=O)[CH2:12][CH2:13][C:14](=O)[CH3:15])=[CH:7][CH:6]=1)(=[O:4])=[O:3].[NH2:18][C:19]1[CH:24]=[CH:23][CH:22]=[CH:21][CH:20]=1.C1(C)C=CC(S(O)(=O)=O)=CC=1>C1(C)C=CC=CC=1>[CH3:15][C:14]1[N:18]([C:19]2[CH:24]=[CH:23][CH:22]=[CH:21][CH:20]=2)[C:11]([C:8]2[CH:9]=[CH:10][C:5]([S:2]([CH3:1])(=[O:4])=[O:3])=[CH:6][CH:7]=2)=[CH:12][CH:13]=1. Starting materials: CS(=O)(=O)C1=CC=C(C=C1)C(CCC(C)=O)=O (1-(4-methylsulfonylphenyl)-1,4-pentanedione), NC1=CC=CC=C1 (aniline), C1(=CC=C(C=C1)S(=O)(=O)O)C (p-toluenesulfonic acid).